The task is: describe an organic reaction: reactants, conditions, products, and yield. This data is from the Open Reaction Database (ORD), a public repository of structured organic reaction records. The reactants are NC1=CC=C(C=C1)C(C1=CC=CC=C1)=O (p-Aminobenzophenone), C(CCCCCCCCCC)Br (undecyl bromide), C([O-])([O-])=O.[K+].[K+] (potassium carbonate). The solvent is CN(P(=O)(N(C)C)N(C)C)C (hexamethyl phosphoramide). Yields the product C(CCCCCCCCCC)NC1=CC=C(C=C1)C(C1=CC=CC=C1)=O (p-Undecylaminobenzophenone). As a reaction SMILES: [NH2:1][C:2]1[CH:7]=[CH:6][C:5]([C:8](=[O:15])[C:9]2[CH:14]=[CH:13][CH:12]=[CH:11][CH:10]=2)=[CH:4][CH:3]=1.[CH2:16](Br)[CH2:17][CH2:18][CH2:19][CH2:20][CH2:21][CH2:22][CH2:23][CH2:24][CH2:25][CH3:26].C(=O)([O-])[O-].[K+].[K+]>CN(C)P(N(C)C)(N(C)C)=O>[CH2:26]([NH:1][C:2]1[CH:3]=[CH:4][C:5]([C:8](=[O:15])[C:9]2[CH:14]=[CH:13][CH:12]=[CH:11][CH:10]=2)=[CH:6][CH:7]=1)[CH2:25][CH2:24][CH2:23][CH2:22][CH2:21][CH2:20][CH2:19][CH2:18][CH2:17][CH3:16] |f:2.3.4|. Procedure details: p-Aminobenzophenone (75 g.) is heated with undecyl bromide (200 g.) in dry hexamethyl phosphoramide (300 ml.) containing anhydrous potassium carbonate (90 g.) for 16 hours at 100° C. The solution is cooled to room temperature, filtered to remove solids, and the filtrate is diluted with cold water. The solid so obtained is collected and washed with water. Recrystallization from ethanol followed by dichloro methane provides the product of the Example. The reactants are Clc1cccc(N2CCNCC2)c1, Cl, Cl, O=C(NCC(F)(F)F)C1(CCCCBr)c2ccccc2-c2ccccc21. Yields the product O=C(NCC(F)(F)F)C1(CCCCN2CCN(c3cccc(Cl)c3)CC2)c2ccccc2-c2ccccc21. As a reaction SMILES: [Cl:3][c:4]1[cH:5][c:6]([N:10]2[CH2:11][CH2:12][NH:13][CH2:14][CH2:15]2)[cH:7][cH:8][cH:9]1.[ClH:1].[ClH:2].[F:16][C:17]([CH2:18][NH:19][C:20](=[O:21])[C:22]1([CH2:35][CH2:36][CH2:37][CH2:38][Br:39])[c:23]2[cH:24][cH:25][cH:26][cH:27][c:28]2-[c:29]2[cH:30][cH:31][cH:32][cH:33][c:34]21)([F:40])[F:41]>>[Cl:3][c:4]1[cH:5][c:6]([N:10]2[CH2:11][CH2:12][N:13]([CH2:38][CH2:37][CH2:36][CH2:35][C:22]3([C:20]([NH:19][CH2:18][C:17]([F:16])([F:40])[F:41])=[O:21])[c:23]4[cH:24][cH:25][cH:26][cH:27][c:28]4-[c:29]4[cH:30][cH:31][cH:32][cH:33][c:34]43)[CH2:14][CH2:15]2)[cH:7][cH:8][cH:9]1. Reactants: CCCc1cc(S(=O)(=O)Cl)ccc1OCC(=O)OCC, CCO, Cl, C1COCCO1, [Sn]. The product is CCCc1cc(S)ccc1OCC(=O)OCC. As a reaction SMILES: [CH2:1]([CH3:2])[O:3][C:4]([CH2:5][O:6][c:7]1[c:8]([CH2:17][CH2:18][CH3:19])[cH:9][c:10]([S:13]([Cl:14])(=[O:15])=[O:16])[cH:11][cH:12]1)=[O:20].[CH3:29][CH2:30][OH:31].[ClH:22].[O:23]1[CH2:24][CH2:25][O:26][CH2:27][CH2:28]1.[Sn:21]>>[CH2:1]([CH3:2])[O:3][C:4]([CH2:5][O:6][c:7]1[c:8]([CH2:17][CH2:18][CH3:19])[cH:9][c:10]([SH:13])[cH:11][cH:12]1)=[O:20]. Reaction SMILES: [NH2:1][C:2]1[C:10]2[C:5](=[CH:6][C:7]([Cl:11])=[CH:8][CH:9]=2)[N:4]([C:12]([O:14][CH2:15][CH3:16])=[O:13])[C:3]=1[C:17]([C:19]1[CH:28]=[CH:27][C:26]2[C:21](=[CH:22][CH:23]=[CH:24][CH:25]=2)[CH:20]=1)=[O:18].[C:29](OCC)(=[O:31])[CH3:30]>>[C:29]([NH:1][C:2]1[C:10]2[C:5](=[CH:6][C:7]([Cl:11])=[CH:8][CH:9]=2)[N:4]([C:12]([O:14][CH2:15][CH3:16])=[O:13])[C:3]=1[C:17]([C:19]1[CH:28]=[CH:27][C:26]2[C:21](=[CH:22][CH:23]=[CH:24][CH:25]=2)[CH:20]=1)=[O:18])(=[O:31])[CH3:30]. The solvent is hexanes. Reactants: NC1=C(N(C2=CC(=CC=C12)Cl)C(=O)OCC)C(=O)C1=CC2=CC=CC=C2C=C1 (3-Amino-6-chloro-1-(ethoxycarbonyl)-2-(2-naphthoyl)indole), C(C)(=O)OCC (ethyl acetate). The product is C(C)(=O)NC1=C(N(C2=CC(=CC=C12)Cl)C(=O)OCC)C(=O)C1=CC2=CC=CC=C2C=C1 (3-Acetylamino-6-chloro-1-(ethoxycarbonyl)-2-(2-naphthoyl)indole). Procedure: The title compound was prepared according to the procedure described in step 1 of Example 2 (Method A) from 3-amino-6-chloro-1-(ethoxycarbonyl)-2-(2-naphthoyl)indole (step 1). tlc: Rf =0.6 (50% ethyl acetate in hexanes) Starting materials: CCI, CCO, [K+], [OH-], Sc1nnnn1-c1ccccc1. Product: CCS(=O)(=O)c1nnnn1-c1ccccc1. Reaction SMILES: [CH2:15]([CH3:16])[I:17].[CH3:18][CH2:19][OH:20].[K+:14].[OH-:13].[c:1]1(-[n:7]2[n:8][n:9][n:10][c:11]2[SH:12])[cH:2][cH:3][cH:4][cH:5][cH:6]1>>[c:1]1(-[n:7]2[n:8][n:9][n:10][c:11]2[S:12](=[O:13])([CH2:15][CH3:16])=[O:20])[cH:2][cH:3][cH:4][cH:5][cH:6]1. Reactants: CN(C(OC(C)(C)C)=O)C1CCC(CC1)OC=1N=CN=C2SC=3CCCC3C12 (tert-butyl N-methyl-N-(4-[7-thia-9,11-diazatricyclo[6.4.0.0[2,6]]dodeca-1(12),2(6),8,10-tetraen-12-yloxy]cyclohexyl)carbamate), ClCCl (dichloromethane). Solvent: Cl (hydrochloric acid). Conditions: time 3 hour. Yields the product Cl.CNC1CCC(CC1)OC=1N=CN=C2SC=3CCCC3C12 (N-methyl-4-[7-thia-9,11-diazatricyclo[6.4.0.0[2,6]]dodeca-1(12),2(6),8,10-tetraen-12-yloxy]cyclohexan-1-amine hydrochloride). Isolated yield 92.0%. Reaction SMILES: [CH3:1][N:2]([CH:10]1[CH2:15][CH2:14][CH:13]([O:16][C:17]2[N:18]=[CH:19][N:20]=[C:21]3[C:28]=2[C:27]2[CH2:26][CH2:25][CH2:24][C:23]=2[S:22]3)[CH2:12][CH2:11]1)C(=O)OC(C)(C)C.[Cl:29]CCl>Cl>[ClH:29].[CH3:1][NH:2][CH:10]1[CH2:15][CH2:14][CH:13]([O:16][C:17]2[N:18]=[CH:19][N:20]=[C:21]3[C:28]=2[C:27]2[CH2:26][CH2:25][CH2:24][C:23]=2[S:22]3)[CH2:12][CH2:11]1 |f:3.4|. Procedure details: Into a 100-mL round-bottom flask, was placed a solution of tert-butyl N-methyl-N-(4-[7-thia-9,11-diazatricyclo[6.4.0.0[2,6]]dodeca-1(12),2(6),8,10-tetraen-12-yloxy]cyclohexyl)carbamate (450 mg, 1.12 mmol, 1.00 equiv) in dichloromethane (50 mL), hydrochloric acid (1.0 mL, 12 M) was added and the resulting solution was stirred for 3 h at room temperature. The resulting mixture was concentrated under vacuum to provide N-methyl-4-[7-thia-9,11-diazatricyclo[6.4.0.0[2,6]]dodeca-1(12),2(6),8,10-tetraen... Reactants: FC=1C=C(C(=O)O)C=CN1 (2-fluoroisonicotinic acid), FC1=C(N)C=CC(=C1)I (2-fluoro-4-iodoaniline), C[Si](C)(C)[N-][Si](C)(C)C.[Li+] (lithium bis(trimethylsilyl)amide), C(=O)=O.CC(C)O (dry ice IPA). Solvent: C1CCOC1 (THF). Run at time 30 minute. The product is FC1=C(C=CC(=C1)I)NC1=C(C(=O)O)C=CN=C1 (3-[(2-fluoro-4-iodophenyl)amino]isonicotinic acid). RXN SMILES: [F:1][C:2]1[CH:8]=[C:7]([I:9])[CH:6]=[CH:5][C:3]=1[NH2:4].C(=O)=O.CC(O)C.C[Si]([N-][Si](C)(C)C)(C)C.[Li+].F[C:28]1[CH:29]=[C:30]([CH:34]=[CH:35][N:36]=1)[C:31]([OH:33])=[O:32]>C1COCC1>[F:1][C:2]1[CH:8]=[C:7]([I:9])[CH:6]=[CH:5][C:3]=1[NH:4][C:34]1[CH:35]=[N:36][CH:28]=[CH:29][C:30]=1[C:31]([OH:33])=[O:32] |f:1.2,3.4|. Procedure details: A mixture of 2-fluoro-4-iodoaniline (20.0 g, 84.38 mmol) in dry THF (80 mL) was cooled to −67° C. (dry ice/IPA bath) under nitrogen, prior to slow addition of 1.0 M lithium bis(trimethylsilyl)amide (255 mL, 255 mmol) via addition funnel, at a rate that kept the internal temp below −59° C. (˜2 h). After final addition, the yellow-green slurry was stirred for 30 min and then treated with 2-fluoroisonicotinic acid (8.0 g, 56.69 mmol). The bath was not removed, but the contents were allowed to slowl... Reactants: C(C)(C)(C)OC(=O)N1CC2(CC2)C[C@H]1CNC1=NC=C(C=C1)Cl ((S)-tert-butyl6-(((5-chloropyridin-2-yl)amino)methyl)-5-azaspiro[2.4]heptane-5-carboxylate), FC(C(=O)O)(F)F (trifluoroacetic acid). Solvent: ClCCl (dichloromethane). Conditions: temperature 0 celsius, time 1 hour. Yields the product C1CC12CN[C@@H](C2)CNC2=NC=C(C=C2)Cl ((S)—N-(5-azaspiro[2.4]heptan-6-ylmethyl)-5-chloropyridin-2-amine), oil. Reaction SMILES: C(OC([N:8]1[C@H:14]([CH2:15][NH:16][C:17]2[CH:22]=[CH:21][C:20]([Cl:23])=[CH:19][N:18]=2)[CH2:13][C:10]2([CH2:12][CH2:11]2)[CH2:9]1)=O)(C)(C)C.FC(F)(F)C(O)=O>ClCCl>[CH2:11]1[C:10]2([CH2:13][C@@H:14]([CH2:15][NH:16][C:17]3[CH:22]=[CH:21][C:20]([Cl:23])=[CH:19][N:18]=3)[NH:8][CH2:9]2)[CH2:12]1. Procedure details: (S)-tert-butyl6-(((5-chloropyridin-2-yl)amino)methyl)-5-azaspiro[2.4]heptane-5-carboxylate Intermediate 60, 600 mg, 1.77 mmol) was dissolved in dichloromethane (10 ml) and cooled to 0° C., then trifluoroacetic acid (4 ml) was added. After 1 hour at 0° C. and 3 hours at room temperature the solution was evaporated, the residue re-dissolved in dichloromethane was washed with saturated NaHCO3 aqueous solution. The organic layers were dried (Na2SO4) and concentrated under vacuum. The crude was purif... Starting materials: ClC1=C(C=CC=C1)S(=O)(=O)NCC(C)C (2-chloro-N-isobutyl-benzenesulfonamide), BrC1=CC=CC(=N1)CO (6-bromo-2-pyridinemethanol), C1(=CC=CC=C1)P(C1=CC=CC=C1)C1=CC=CC=C1 (triphenylphosphine), N(=NC(=O)OCC)C(=O)OCC (diethyl azodicarboxylate). Run in O1CCCC1 (tetrahydrofuran). The product is BrC1=CC=CC(=N1)CN(S(=O)(=O)C1=C(C=CC=C1)Cl)CC(C)C (N-(6-bromo-pyridin-2-ylmethyl)-2-chloro-N-isobutyl-benzenesulfonamide). As a reaction SMILES: [Cl:1][C:2]1[CH:7]=[CH:6][CH:5]=[CH:4][C:3]=1[S:8]([NH:11][CH2:12][CH:13]([CH3:15])[CH3:14])(=[O:10])=[O:9].[Br:16][C:17]1[N:22]=[C:21]([CH2:23]O)[CH:20]=[CH:19][CH:18]=1.C1(P(C2C=CC=CC=2)C2C=CC=CC=2)C=CC=CC=1.N(C(OCC)=O)=NC(OCC)=O>O1CCCC1>[Br:16][C:17]1[N:22]=[C:21]([CH2:23][N:11]([CH2:12][CH:13]([CH3:15])[CH3:14])[S:8]([C:3]2[CH:4]=[CH:5][CH:6]=[CH:7][C:2]=2[Cl:1])(=[O:9])=[O:10])[CH:20]=[CH:19][CH:18]=1. Reported procedure: In analogy to example 45, step 1, 2-chloro-N-isobutyl-benzenesulfonamide (example 42, step 1) was reacted with 6-bromo-2-pyridinemethanol (CAS [33674-96-3]), triphenylphosphine and diethyl azodicarboxylate in tetrahydrofuran to give N-(6-bromo-pyridin-2-ylmethyl)-2-chloro-N-isobutyl-benzenesulfonamide as a colorless oil.